Dataset: the Open Reaction Database (ORD), a public repository of structured organic reaction records. Task: describe an organic reaction: reactants, conditions, products, and yield Reactants: CS(=O)(=O)[O-], C[S+](C)C, ClCCl, [Na+], CCOC(=O)N1CCC(=O)CC1, [OH-], O. Yields the product CCOC(=O)N1CCC2(CC1)CO2. As a reaction SMILES: [CH3:15][S:16]([O-:17])(=[O:18])=[O:19].[CH3:20][S+:21]([CH3:22])[CH3:23].[Cl:24][CH2:25][Cl:26].[Na+:2].[O:3]=[C:4]1[CH2:5][CH2:6][N:7]([C:10](=[O:11])[O:12][CH2:13][CH3:14])[CH2:8][CH2:9]1.[OH-:1].[OH2:27]>>[O:3]1[C:4]2([CH2:5][CH2:6][N:7]([C:10](=[O:11])[O:12][CH2:13][CH3:14])[CH2:8][CH2:9]2)[CH2:15]1. Reactants: CSC1=CC=C(C=C1)OC1=CC=C(C=C1)[N+](=O)[O-] (1-(methylthio)-4-(4-nitrophenoxy)benzene), ClC1=CC(=CC=C1)C(=O)OO (3-chloroperbenzoic acid). Run in C(Cl)Cl (CH2Cl2). Reaction conditions: time 3 day. Yields the product CS(=O)C1=CC=C(C=C1)OC1=CC=C(C=C1)[N+](=O)[O-] (1-(Methylsulfinyl)-4-(4-nitrophenoxy)benzene). The yield is 97.0%. RXN SMILES: [CH3:1][S:2][C:3]1[CH:8]=[CH:7][C:6]([O:9][C:10]2[CH:15]=[CH:14][C:13]([N+:16]([O-:18])=[O:17])=[CH:12][CH:11]=2)=[CH:5][CH:4]=1.ClC1C=CC=C(C(OO)=[O:27])C=1>C(Cl)Cl>[CH3:1][S:2]([C:3]1[CH:4]=[CH:5][C:6]([O:9][C:10]2[CH:15]=[CH:14][C:13]([N+:16]([O-:18])=[O:17])=[CH:12][CH:11]=2)=[CH:7][CH:8]=1)=[O:27]. Procedure: A solution of 10.0 g (0.0383 mole) of 1-(methylthio)-4-(4-nitrophenoxy)benzene and 7.76 g (0.0383 mole) of 85% 3-chloroperbenzoic acid dissolved in 500 ml of CH2Cl2 was stirred at ambient temperature for 3 days. The reaction mixture was extracted with aqueous K2CO3, water and dried (Na2SO4). Removal of solvent in vacuo afforded 10.3 g (97.2% yield) of product. Recrystallization from 2-propanol yielded purified 1-(methylsulfinyl)-4-(4-nitrophenoxy)benzene, mp 76°-78° C. The reactants are C(F)(Cl)(Cl)Cl (CFCl3), monofluoro, C[C@@]12C=CC=C1C1=CCC3CCCC[C@@H]3[C@H]1CC2 (estratrien), COC1=CC=2CC[C@H]3[C@@H]4CCC([C@@]4(C)CC[C@@H]3C2C=C1F)=O (2-fluoro1,3,5(10)estratrien-3ol-17one methyl ether), COC1=C(C=2CC[C@H]3[C@@H]4CCC([C@@]4(C)CC[C@@H]3C2C=C1)=O)F (4-fluoro1,3,5(10)estratrien-3ol-17one methyl ether), estratrien methyl ether, N(S(=O)(=O)C(F)(F)F)S(=O)(=O)C(F)(F)F ((CF3SO2)2NH), FN(S(=O)(=O)C(F)(F)F)S(=O)(=O)C(F)(F)F (FN(SO2CF3)2), C(F)(Cl)(Cl)Cl (CFCl3), FF (fluorine), C(F)(Cl)(Cl)Cl (CFCl3). Reaction conditions: time 2 hour. The product is COC1=CC=2CC[C@H]3[C@@H]4CCC([C@@]4(C)CC[C@@H]3C2C=C1)=O (1,3,5(10)estratrien3ol-17one methyl ether). As a reaction SMILES: FN(S(C(F)(F)F)(=O)=O)S(C(F)(F)F)(=O)=O.C(Cl)(Cl)(Cl)F.N(S(C(F)(F)F)(=O)=O)S(C(F)(F)F)(=O)=O.FF.C[C@]12CC[C@H]3C(=CCC4[C@@H]3CCCC4)C1=CC=C2.[CH3:57][O:58][C:59]1[C:76](F)=[CH:75][C:74]2[C@@H:73]3[C@H:64]([C@H:65]4[C@@:69]([CH2:71][CH2:72]3)([CH3:70])[C:68](=[O:78])[CH2:67][CH2:66]4)[CH2:63][CH2:62][C:61]=2[CH:60]=1.COC1C=CC2[C@@H]3[C@H]([C@H]4[C@@](CC3)(C)C(=O)CC4)CCC=2C=1F>>[CH3:57][O:58][C:59]1[CH:76]=[CH:75][C:74]2[C@@H:73]3[C@H:64]([C@H:65]4[C@@:69]([CH2:71][CH2:72]3)([CH3:70])[C:68](=[O:78])[CH2:67][CH2:66]4)[CH2:63][CH2:62][C:61]=2[CH:60]=1. Procedure: The fluorination reaction was carried out in a 10 mm NMR tube. To 0.28 mmol of the estratrien methyl ether were added 2.5 ml of CDCl3 by vacuum transfer. The mixture was warmed to room temperature forming a colorless solution. This solution was cooled to -196° C. and 0.28 mmol each of FN(SO2CF3)2 and CFCl3 were added by vacuum transfer. The tube was sealed and warmed to -74° C. and then to 22° C. over a 2 hour period. Near -65° C., the colorless solution began to turn to a pale yellow color. Aft... Reactants: NC1=NC2=CC=C(C=C2C=C1N1CCOCC1)C1=C(C#N)C=CC=C1C (2-(2-amino-3-morpholinoquinolin-6-yl)-3-methylbenzonitrile), C(CC)[Mg]Br (propylmagnesium bromide), C1CCOC1 (THF). Reaction conditions: temperature 60 celsius. The product is N=C(CCC)C1=C(C(=CC=C1)C)C=1C=C2C=C(C(=NC2=CC1)N)N1CCOCC1 (6-(2-(1-iminobutyl)-6-methylphenyl)-3-morpholinoquinolin-2-amine). Reaction SMILES: [NH2:1][C:2]1[C:11]([N:12]2[CH2:17][CH2:16][O:15][CH2:14][CH2:13]2)=[CH:10][C:9]2[C:4](=[CH:5][CH:6]=[C:7]([C:18]3[C:25]([CH3:26])=[CH:24][CH:23]=[CH:22][C:19]=3[C:20]#[N:21])[CH:8]=2)[N:3]=1.[CH2:27]([Mg]Br)[CH2:28][CH3:29].C1COCC1>>[NH:21]=[C:20]([C:19]1[CH:22]=[CH:23][CH:24]=[C:25]([CH3:26])[C:18]=1[C:7]1[CH:8]=[C:9]2[C:4](=[CH:5][CH:6]=1)[N:3]=[C:2]([NH2:1])[C:11]([N:12]1[CH2:13][CH2:14][O:15][CH2:16][CH2:17]1)=[CH:10]2)[CH2:27][CH2:28][CH3:29]. Procedure details: To a sealed vessel containing 2-(2-amino-3-morpholinoquinolin-6-yl)-3-methylbenzonitrile (0.040 g, 0.116 mmol) under N2 atmosphere was added a solution of propylmagnesium bromide, 2.0M in THF (0.232 mL, 0.465 mmol) via syringe at ambient temperature. The mixture was sonicated until all solids were in solution and then warmed vessel to 60° C. for 7 h. The mixture was concentrated, diluted with MeOH and purified on HPLC (10-100% MeCN/H2O with 0.1% TFA modifier) to afford 6-(2-(1-iminobutyl)-6-meth... Reactants: Cc1ccc(N)cc1Nc1ncccc1-c1ccncn1, O=S(=O)(Cl)c1ccc(Cl)cc1, ClCCl, c1ccncc1. Yields the product Cc1ccc(NS(=O)(=O)c2ccc(Cl)cc2)cc1Nc1ncccc1-c1ccncn1. Reaction SMILES: [CH3:1][c:2]1[c:3]([NH:9][c:10]2[n:11][cH:12][cH:13][cH:14][c:15]2-[c:16]2[n:17][cH:18][n:19][cH:20][cH:21]2)[cH:4][c:5]([NH2:8])[cH:6][cH:7]1.[Cl:28][c:29]1[cH:30][cH:31][c:32]([S:35](=[O:36])(=[O:37])[Cl:38])[cH:33][cH:34]1.[Cl:39][CH2:40][Cl:41].[cH:22]1[cH:23][cH:24][n:25][cH:26][cH:27]1>>[CH3:1][c:2]1[c:3]([NH:9][c:10]2[n:11][cH:12][cH:13][cH:14][c:15]2-[c:16]2[n:17][cH:18][n:19][cH:20][cH:21]2)[cH:4][c:5]([NH:8][S:35]([c:32]2[cH:31][cH:30][c:29]([Cl:28])[cH:34][cH:33]2)(=[O:36])=[O:37])[cH:6][cH:7]1.